This data is from the Open Reaction Database (ORD), a public repository of structured organic reaction records. The task is: describe an organic reaction: reactants, conditions, products, and yield Reactants: CCCBr, OCc1cc2cc(Br)ccc2o1, C1CCOC1, [H-], [Na+], O. The product is CCCOCc1cc2cc(Br)ccc2o1. Reaction SMILES: [Br:15][CH2:16][CH2:17][CH3:18].[Br:1][c:2]1[cH:3][cH:4][c:5]2[c:6]([cH:7][c:8]([CH2:10][OH:11])[o:9]2)[cH:12]1.[CH2:20]1[O:21][CH2:22][CH2:23][CH2:24]1.[H-:13].[Na+:14].[OH2:19]>>[Br:1][c:2]1[cH:3][cH:4][c:5]2[c:6]([cH:7][c:8]([CH2:10][O:11][CH2:16][CH2:17][CH3:18])[o:9]2)[cH:12]1. The reactants are [O-]P(=O)([O-])[O-].[K+].[K+].[K+] (K3PO4), BrC=1C=C(C=CC1)C1=C(C(=NN1C)C(=O)N1CC(CC1)N(CC)CC)C ([5-(3-bromo-phenyl)-1,4-dimethyl-1H-pyrazol-3-yl]-(3-diethylamino-pyrrolidin-1-yl)-methanone), ClC=1C=C(C=CC1)B(O)O (3-chlorophenylboronic acid). Yields the product ClC=1C=C(C=CC1)C1=CC(=CC=C1)C1=C(C(=NN1C)C(=O)N1CC(CC1)N(CC)CC)C ([5-(3′-chloro-biphenyl-3-yl)-1,4-dimethyl-1H-pyrazol-3-yl]-(3-diethylamino-pyrrolidin-1-yl)-methanone). The yield is 56.0%. As a reaction SMILES: [O-]P([O-])([O-])=O.[K+].[K+].[K+].Br[C:10]1[CH:11]=[C:12]([C:16]2[N:20]([CH3:21])[N:19]=[C:18]([C:22]([N:24]3[CH2:28][CH2:27][CH:26]([N:29]([CH2:32][CH3:33])[CH2:30][CH3:31])[CH2:25]3)=[O:23])[C:17]=2[CH3:34])[CH:13]=[CH:14][CH:15]=1.[Cl:35][C:36]1[CH:37]=[C:38](B(O)O)[CH:39]=[CH:40][CH:41]=1>>[Cl:35][C:36]1[CH:41]=[C:40]([C:10]2[CH:15]=[CH:14][CH:13]=[C:12]([C:16]3[N:20]([CH3:21])[N:19]=[C:18]([C:22]([N:24]4[CH2:28][CH2:27][CH:26]([N:29]([CH2:30][CH3:31])[CH2:32][CH3:33])[CH2:25]4)=[O:23])[C:17]=3[CH3:34])[CH:11]=2)[CH:39]=[CH:38][CH:37]=1 |f:0.1.2.3|. Procedure: In analogy to the procedure described in example 14C] but with 2.8 eq of K3PO4, [5-(3-bromo-phenyl)-1,4-dimethyl-1H-pyrazol-3-yl]-(3-diethylamino-pyrrolidin-1-yl)-methanone and 3-chlorophenylboronic acid gave [5-(3′-chloro-biphenyl-3-yl)-1,4-dimethyl-1H-pyrazol-3-yl]-(3-diethylamino-pyrrolidin-1-yl)-methanone in 56% yield as light brown oil. MS: 451.0 (MH+, 1 Cl). Procedure details: To a stirred solution of 6-hydroxy-7-methoxy-1-(3-ethoxy-benzyl)-isoquinoline-4-carbaldehyde (90 mg, 0.25 mmol) in N,N-dimethylformamide (2 mL) was added potassium carbonate (352 mg, 2.50 mmol) and 1,2-dibromoethane (0.129 μL, 1.25 mmol) at room temperature. The reaction mixture was heated 85° C. for 2 hrs. The solvent was evaporated and the residue was purified on a flash chromatography (Merck Silica gel 60, 70–230 mesh, 50% ethyl acetate/hexane) to afford product 1-(3-ethoxy-benzyl)-6-(2-bromo... Reaction SMILES: [OH:1][C:2]1[CH:3]=[C:4]2[C:9](=[CH:10][C:11]=1[O:12][CH3:13])[C:8]([CH2:14][C:15]1[CH:20]=[CH:19][CH:18]=[C:17]([O:21][CH2:22][CH3:23])[CH:16]=1)=[N:7][CH:6]=[C:5]2[CH:24]=[O:25].C(=O)([O-])[O-].[K+].[K+].[Br:32][CH2:33][CH2:34]Br>CN(C)C=O>[CH2:22]([O:21][C:17]1[CH:16]=[C:15]([CH:20]=[CH:19][CH:18]=1)[CH2:14][C:8]1[C:9]2[C:4](=[CH:3][C:2]([O:1][CH2:34][CH2:33][Br:32])=[C:11]([O:12][CH3:13])[CH:10]=2)[C:5]([CH:24]=[O:25])=[CH:6][N:7]=1)[CH3:23] |f:1.2.3|. Product: C(C)OC=1C=C(CC2=NC=C(C3=CC(=C(C=C23)OC)OCCBr)C=O)C=CC1 (1-(3-ethoxy-benzyl)-6-(2-bromo-ethoxy)-7-methoxy-isoquinoline-4-carbaldehyde). Starting materials: OC=1C=C2C(=CN=C(C2=CC1OC)CC1=CC(=CC=C1)OCC)C=O (6-hydroxy-7-methoxy-1-(3-ethoxy-benzyl)-isoquinoline-4-carbaldehyde), C([O-])([O-])=O.[K+].[K+] (potassium carbonate), BrCCBr (1,2-dibromoethane). Run in CN(C=O)C (N,N-dimethylformamide). Reaction conditions: temperature 85 celsius.